From a dataset of the Open Reaction Database (ORD), a public repository of structured organic reaction records. describe an organic reaction: reactants, conditions, products, and yield Starting materials: [BH3-]C#N, CC(=O)O, CO, Nc1ccc(F)cc1, [Na+], [Na+], O=C1CCOCC1, [OH-]. Yields the product Fc1ccc(NC2CCOCC2)cc1. RXN SMILES: [C:20]([BH3-:21])#[N:22].[CH3:16][C:17](=[O:18])[OH:19].[CH3:26][OH:27].[NH2:1][c:2]1[cH:3][cH:4][c:5]([F:6])[cH:7][cH:8]1.[Na+:23].[Na+:25].[O:9]1[CH2:10][CH2:11][C:12](=[O:15])[CH2:13][CH2:14]1.[OH-:24]>>[NH:1]([c:2]1[cH:3][cH:4][c:5]([F:6])[cH:7][cH:8]1)[CH:12]1[CH2:11][CH2:10][O:9][CH2:14][CH2:13]1. Yields the product CC(=O)N1CCC2(CC1)C(=O)c1cc(F)ccc1Sc1ccccc12. Reactants: [Al+3], CC(=O)N1CCC(C(=O)O)(c2ccccc2Sc2ccc(F)cc2)CC1, ClCCl, ClC(Cl)Cl, [Cl-], [Cl-], [Cl-], O, O=S(Cl)Cl. RXN SMILES: [Al+3:32].[C:5]([CH3:6])(=[O:7])[N:8]1[CH2:9][CH2:10][C:11]([C:14](=[O:15])[OH:16])([c:17]2[c:18]([S:23][c:24]3[cH:25][cH:26][c:27]([F:30])[cH:28][cH:29]3)[cH:19][cH:20][cH:21][cH:22]2)[CH2:12][CH2:13]1.[CH2:36]([Cl:37])[Cl:38].[CH:39]([Cl:40])([Cl:41])[Cl:42].[Cl-:31].[Cl-:33].[Cl-:34].[OH2:35].[S:1]([Cl:2])([Cl:3])=[O:4]>>[C:5]([CH3:6])(=[O:7])[N:8]1[CH2:9][CH2:10][C:11]2([CH2:12][CH2:13]1)[C:14](=[O:16])[c:29]1[c:24]([cH:25][cH:26][c:27]([F:30])[cH:28]1)[S:23][c:18]1[c:17]2[cH:22][cH:21][cH:20][cH:19]1. Starting materials: solution, OO (H2O2), N1CCNCC1 (piperazine), OO (H2O2), C(Cl)C1CO1 (epichlorhydrin). Run in O (water), O (water). Conditions: temperature 80 celsius, time 5 hour. Product: N1C=NC=C1.N1CCNCC1 (imidazole piperazine). Reaction SMILES: [NH:1]1[CH2:6][CH2:5][NH:4][CH2:3][CH2:2]1.C(C1OC1)Cl.OO>O>[NH:1]1[CH:2]=[CH:3][N:4]=[CH:6]1.[NH:1]1[CH2:6][CH2:5][NH:4][CH2:3][CH2:2]1 |f:4.5|. Reported procedure: 68.8 g (1.0 mole) of limidazole and 260.6 g (3.0 mole) of piperazine were solved in 700.2 g of water and at a temperature of 50-60° C. 370 g (4.0 mole) of epichlorhydrin were added dropwise. After the addition was complete, the reaction mixture was stirred for additional 5 hours at 80° C. To 237 g of this product (equivalent to 1,022 mole of oxidizable nitrogen atoms) 80.7 g (1.12 mole) of a 47.2% solution of H2O2 in water were added over a period of 5 hours at 40° C. After that the mixture was ... Starting materials: BrC1=CN=C(C=2N1N=CN2)NC2=CC=C(C=C2)N2C(CNCC2)=O (1-[4-(5-bromo-[1,2,4]triazolo[1,5-a]pyrazin-8-ylamino)-phenyl]-piperazin-2-one), C(C)(=O)O (acetic acid), CC(=O)[O-].[Na+] (NaOAc), CC(=O)C (acetone), [BH3-]C#N.[Na+] (NaCNBH3), Cl (HCl). Run in CO (MeOH). Run at time 1 hour. Product: BrC1=CN=C(C=2N1N=CN2)NC2=CC=C(C=C2)N2C(CN(CC2)C(C)C)=O (1-[4-(5-Bromo-[1, 2, 4]triazolo[1,5-a]pyrazin-8-ylamino)-phenyl]-4-isopropyl-piperazin-2-one). Yield: 22.3%. RXN SMILES: [Br:1][C:2]1[N:7]2[N:8]=[CH:9][N:10]=[C:6]2[C:5]([NH:11][C:12]2[CH:17]=[CH:16][C:15]([N:18]3[CH2:23][CH2:22][NH:21][CH2:20][C:19]3=[O:24])=[CH:14][CH:13]=2)=[N:4][CH:3]=1.C(O)(=O)C.CC([O-])=O.[Na+].[CH3:34][C:35]([CH3:37])=O.[BH3-]C#N.[Na+].Cl>CO>[Br:1][C:2]1[N:7]2[N:8]=[CH:9][N:10]=[C:6]2[C:5]([NH:11][C:12]2[CH:17]=[CH:16][C:15]([N:18]3[CH2:23][CH2:22][N:21]([CH:35]([CH3:37])[CH3:34])[CH2:20][C:19]3=[O:24])=[CH:14][CH:13]=2)=[N:4][CH:3]=1 |f:2.3,5.6|. Procedure details: To a solution of 1-[4-(5-bromo-[1,2,4]triazolo[1,5-a]pyrazin-8-ylamino)-phenyl]-piperazin-2-one (example 31, step 2) (180 mg, 0.47 mmol) in MeOH (4 mL) are added acetic acid (0.03 mL, 0.47 mmol), NaOAc (38 mg, 0.47 mmol) and acetone (0.2 mL, 1.18 mmol). The reaction mixture is stirred at room temperature for 1 hour then NaCNBH3 (60 mg, 0.94 mmol) is added and the mixture is stirred at 40° C. overnight. After cooling to room temperature, the reaction mixture is acidified with conc. HCl (pH 1) and... The reactants are CS(=O)(=O)C(CC=C)C1=C2N=C(C(=NC2=CC(=C1Cl)Cl)OC)OC (1-(6,7-dichloro-2,3-dimethoxyquinoxalin-5-yl)-3-butenyl methyl sulphone), Cl (hydrochoric acid). The solvent is O1CCOCC1 (dioxane). Run at temperature 90 celsius. Product: CS(=O)(=O)C(CC=C)C1=C2NC(C(NC2=CC(=C1Cl)Cl)=O)=O (1-(1,4-Dihydro-6,7-dichloro-2,3-dioxoquinoxaline-5-yl)-3-butenyl methyl sulphone). Isolated yield 67.8%. Reaction SMILES: [CH3:1][S:2]([CH:5]([C:9]1[C:18]([Cl:19])=[C:17]([Cl:20])[CH:16]=[C:15]2[C:10]=1[N:11]=[C:12]([O:23]C)[C:13]([O:21]C)=[N:14]2)[CH2:6][CH:7]=[CH2:8])(=[O:4])=[O:3].Cl>O1CCOCC1>[CH3:1][S:2]([CH:5]([C:9]1[C:18]([Cl:19])=[C:17]([Cl:20])[CH:16]=[C:15]2[C:10]=1[NH:11][C:12](=[O:23])[C:13](=[O:21])[NH:14]2)[CH2:6][CH:7]=[CH2:8])(=[O:3])=[O:4]. Reported procedure: A mixture of 1-(6,7-dichloro-2,3-dimethoxyquinoxalin-5-yl)-3-butenyl methyl sulphone (from step (a), 27 mg, 0.069 mmol), 2M hydrochoric acid (0.5 ml) and dioxane (1 ml) was warmed at 90° C. for 15 h, cooled and concentrated under reduced pressure. The residue was sonicated with ether and a few drops of methanol and the resulting white solid was collected by filtration, washed with ether and dried to afford the title compound (17 mg, 68%) as a white powder, m.p. 270.5-272° C. As a reaction SMILES: [CH2:1]([N:5]([CH2:28][CH:29]([CH3:31])[CH3:30])[C:6]([C:8]1[CH:9]=[C:10]2[C:14](=[CH:15][CH:16]=1)[NH:13][C:12]([C:17]1[CH:22]=[C:21]([CH3:23])[CH:20]=[C:19]([CH3:24])[CH:18]=1)=[C:11]2[CH2:25][CH2:26][NH2:27])=[O:7])[CH:2]([CH3:4])[CH3:3].[Cl:32][C:33]1[CH:42]=[C:41]2[C:36]([C:37]([CH2:43][CH2:44][CH2:45][CH:46]=O)=[CH:38][CH:39]=[N:40]2)=[CH:35][CH:34]=1.C(O[BH-](O[C:58](=O)[CH3:59])OC(=O)C)(=O)C.[Na+]>>[CH2:1]([N:5]([CH2:28][CH:29]([CH3:31])[CH3:30])[C:6]([C:8]1[CH:9]=[C:10]2[C:14](=[CH:15][CH:16]=1)[NH:13][C:12]([C:17]1[CH:18]=[C:19]([CH3:24])[CH:20]=[C:21]([CH3:23])[CH:22]=1)=[C:11]2[CH2:25][CH2:26][N:27]([CH2:46][CH2:45][CH2:44][CH2:43][C:37]1[C:58]2[C:59](=[CH:42][C:33]([Cl:32])=[CH:34][CH:35]=2)[N:40]=[CH:39][CH:38]=1)[CH2:46][CH2:45][CH2:44][CH2:43][C:37]1[C:36]2[C:41](=[CH:42][C:33]([Cl:32])=[CH:34][CH:35]=2)[N:40]=[CH:39][CH:38]=1)=[O:7])[CH:2]([CH3:4])[CH3:3] |f:2.3|. Starting materials: C(C(C)C)N(C(=O)C=1C=C2C(=C(NC2=CC1)C1=CC(=CC(=C1)C)C)CCN)CC(C)C (3-(2-aminoethyl)-2-(3,5-dimethylphenyl)-1H-indole-5-carboxylic acid diisobutylamide), ClC1=CC=C2C(=CC=NC2=C1)CCCC=O (4-(7-chloroquinolin-4-yl)butyraldehyde), C(C)(=O)O[BH-](OC(C)=O)OC(C)=O.[Na+] (sodium triacetoxyborohydride). Procedure: To a solution of 3-(2-aminoethyl)-2-(3,5-dimethylphenyl)-1H-indole-5-carboxylic acid diisobutylamide (89 mg in 3.0 mL dry tetrahydrofuran) at 0° C. was added 50 mg 4-(7-chloroquinolin-4-yl)butyraldehyde and the mixture stirred for 10 minutes. At this time, 67.4 mg sodium triacetoxyborohydride were added and the mixture allowed to warm slowly to room temperature. After 5 hours, the reaction was quenched by the addition of brine and the mixture extracted with methylene chloride. The combined organ... Isolated yield 23.8%. Product: C(C(C)C)N(C(=O)C=1C=C2C(=C(NC2=CC1)C1=CC(=CC(=C1)C)C)CCN(CCCCC1=CC=NC2=CC(=CC=C12)Cl)CCCCC1=CC=NC2=CC(=CC=C12)Cl)CC(C)C (3-(2-{Bis-[4-(7-chloroquinolin-4-yl)butyl]amino}ethyl)-2-(3,5-dimethylphenyl)-1H-indole-5-carboxylic acid diisobutylamide). Reaction conditions: time 10 minute. Reactants: COc1c(C)cnc(Cn2nc3cc(CC(=O)O)c4c-3c(n2)C(N(C(=O)OC(C)(C)C)C(=O)OC(C)(C)C)=NSC4)c1C, CN1CCOCC1, CC(C)COC(=O)Cl, C1CCOC1, O. Product: COc1c(C)cnc(Cn2nc3cc(CCO)c4c-3c(n2)C(N(C(=O)OC(C)(C)C)C(=O)OC(C)(C)C)=NSC4)c1C. RXN SMILES: [C:8]([CH3:9])([CH3:10])([CH3:11])[O:12][C:13](=[O:14])[N:15]([C:16]1=[N:25][S:24][CH2:23][c:22]2[c:18]3[c:17]1[n:32][n:31]([CH2:33][c:34]1[n:35][cH:36][c:37]([CH3:43])[c:38]([O:41][CH3:42])[c:39]1[CH3:40])[n:30][c:19]-3[cH:20][c:21]2[CH2:26][C:27](=[O:28])[OH:29])[C:44](=[O:45])[O:46][C:47]([CH3:48])([CH3:49])[CH3:50].[CH3:1][N:2]1[CH2:3][CH2:4][O:5][CH2:6][CH2:7]1.[Cl:56][C:57]([O:58][CH2:59][CH:60]([CH3:61])[CH3:62])=[O:63].[O:51]1[CH2:52][CH2:53][CH2:54][CH2:55]1.[OH2:64]>>[C:8]([CH3:9])([CH3:10])([CH3:11])[O:12][C:13](=[O:14])[N:15]([C:16]1=[N:25][S:24][CH2:23][c:22]2[c:18]3[c:17]1[n:32][n:31]([CH2:33][c:34]1[n:35][cH:36][c:37]([CH3:43])[c:38]([O:41][CH3:42])[c:39]1[CH3:40])[n:30][c:19]-3[cH:20][c:21]2[CH2:26][CH2:27][OH:28])[C:44](=[O:45])[O:46][C:47]([CH3:48])([CH3:49])[CH3:50].